Dataset: the Open Reaction Database (ORD), a public repository of structured organic reaction records. Task: describe an organic reaction: reactants, conditions, products, and yield Reactants: Cl.Cl.NC=1SC=C(N1)CSC(N)=N (S-(2-Aminothiazol-4-ylmethyl)isothiourea dihydrochloride), [OH-].[Na+] (sodium hydroxide), C(C1=CC=CC=C1)(C1=CC=CC=C1)N1CCN(CC1)CCCl (4-benzhydryl-1-(2-chloroethyl)piperazine), O (water). Run in C(C)O (ethanol). Yields the product NC=1SC=C(N1)CSCCN1CCN(CC1)C(C1=CC=CC=C1)C1=CC=CC=C1 (2-amino-4-[2-(4-benzhydrylpiperazin-1-yl)ethylthiomethyl]thiazole). The yield is 71.0%. As a reaction SMILES: Cl.Cl.[NH2:3][C:4]1[S:5][CH:6]=[C:7]([CH2:9][S:10][C:11](=N)N)[N:8]=1.[CH:14]([N:27]1[CH2:32][CH2:31][N:30]([CH2:33]CCl)[CH2:29][CH2:28]1)([C:21]1[CH:26]=[CH:25][CH:24]=[CH:23][CH:22]=1)[C:15]1[CH:20]=[CH:19][CH:18]=[CH:17][CH:16]=1.O.[OH-].[Na+]>C(O)C>[NH2:3][C:4]1[S:5][CH:6]=[C:7]([CH2:9][S:10][CH2:11][CH2:33][N:30]2[CH2:31][CH2:32][N:27]([CH:14]([C:15]3[CH:20]=[CH:19][CH:18]=[CH:17][CH:16]=3)[C:21]3[CH:26]=[CH:25][CH:24]=[CH:23][CH:22]=3)[CH2:28][CH2:29]2)[N:8]=1 |f:0.1.2,5.6|. Procedure details: S-(2-Aminothiazol-4-ylmethyl)isothiourea dihydrochloride (2.6 g) and 4-benzhydryl-1-(2-chloroethyl)piperazine (3.87 g) were suspended in ethanol (50 ml) in a stream of nitrogen, and thereto was added at a time water (30 ml) containing sodium hydroxide (2.8 g) at ambient temperature with stirring, and the stirring was continued at 50° C. for half an hour. The precipitated crystals were collected by filtration, washed with ethanol and then recrystallized from methanol to give pale yellow crystals ... Reactants: COc1ccccc1Oc1c(Cl)nc(C(F)(F)F)nc1NS(=O)(=O)c1ccc(C(C)C)cn1, NCCO. Product: COc1ccccc1Oc1c(NS(=O)(=O)c2ccc(C(C)C)cn2)nc(C(F)(F)F)nc1OCCN. As a reaction SMILES: [CH:1]([CH3:2])([CH3:3])[c:4]1[cH:5][cH:6][c:7]([S:10](=[O:11])(=[O:12])[NH:13][c:14]2[n:15][c:16]([C:30]([F:31])([F:32])[F:33])[n:17][c:18]([Cl:29])[c:19]2[O:20][c:21]2[c:22]([O:27][CH3:28])[cH:23][cH:24][cH:25][cH:26]2)[n:8][cH:9]1.[NH2:34][CH2:35][CH2:36][OH:37]>>[CH:1]([CH3:2])([CH3:3])[c:4]1[cH:5][cH:6][c:7]([S:10](=[O:11])(=[O:12])[NH:13][c:14]2[n:15][c:16]([C:30]([F:31])([F:32])[F:33])[n:17][c:18]([O:37][CH2:36][CH2:35][NH2:34])[c:19]2[O:20][c:21]2[c:22]([O:27][CH3:28])[cH:23][cH:24][cH:25][cH:26]2)[n:8][cH:9]1. Reactants: C1(CCCC1)C[C@H](CN(C=O)OC1OCCCC1)C(=O)NNC1=NC(=NC(=C1F)N(CC1=CC=NC=C1)C)C ([(2R)-2-(Cyclopentylmethyl)-3-(2-{5-fluoro-2-methyl-6-[methyl(4-pyridinylmethyl)amino]-4-pyrimidinyl}hydrazino)-3-oxopropyl](tetrahydro-2H-pyran-2-yloxy)formamide). Solvent: C(C)(=O)O (acetic acid), O (water). Reaction conditions: time 8 hour. Yields the product C1(CCCC1)C[C@H](CN(C=O)O)C(=O)NNC1=NC(=NC(=C1F)N(CC1=CC=NC=C1)C)C ([(2R)-2-(cyclopentylmethyl)-3-(2-{5-fluoro-2-methyl-6-[methyl(4-pyridinylmethyl)amino]-4-pyrimidinyl}hydrazino)-3-oxopropyl]hydroxyformamide). Isolated yield 33.0%. Reaction SMILES: [CH:1]1([CH2:6][C@@H:7]([C:19]([NH:21][NH:22][C:23]2[C:28]([F:29])=[C:27]([N:30]([CH3:38])[CH2:31][C:32]3[CH:37]=[CH:36][N:35]=[CH:34][CH:33]=3)[N:26]=[C:25]([CH3:39])[N:24]=2)=[O:20])[CH2:8][N:9]([O:12]C2CCCCO2)[CH:10]=[O:11])[CH2:5][CH2:4][CH2:3][CH2:2]1>C(O)(=O)C.O>[CH:1]1([CH2:6][C@@H:7]([C:19]([NH:21][NH:22][C:23]2[C:28]([F:29])=[C:27]([N:30]([CH3:38])[CH2:31][C:32]3[CH:37]=[CH:36][N:35]=[CH:34][CH:33]=3)[N:26]=[C:25]([CH3:39])[N:24]=2)=[O:20])[CH2:8][N:9]([OH:12])[CH:10]=[O:11])[CH2:5][CH2:4][CH2:3][CH2:2]1. Procedure details: [(2R)-2-(Cyclopentylmethyl)-3-(2-{5-fluoro-2-methyl-6-[methyl(4-pyridinylmethyl)amino]-4-pyrimidinyl}hydrazino)-3-oxopropyl](tetrahydro-2H-pyran-2-yloxy)formamide (0.0979 g, 0.1802 mmol) was dissolved in acetic acid (8 mL) and water (2 mL). The reaction was left to stir overnight. The volatiles were evaporated, and the resulting material was purified by RP-HPLC to provide [(2R)-2-(cyclopentylmethyl)-3-(2-{5-fluoro-2-methyl-6-[methyl(4-pyridinylmethyl)amino]-4-pyrimidinyl}hydrazino)-3-oxopropyl]h... The reactants are COC(CCCOC=1C(=CC2=C(N(C(=N2)C2=CC=CC=C2)C2=CC=C(C=C2)OC)C1)N)=O (4-[(5-Amino-1-(4-methoxyphenyl)-2-phenyl-1H-benzimidazol-6-yl)oxy]butanoic acid methyl ester), ClC1=CC=C(C=C1)S(=O)(=O)Cl (4-chlorobenzenesulfonic acid chloride). The product is COC(CCCOC=1C(=CC2=C(N(C(=N2)C2=CC=CC=C2)C2=CC=C(C=C2)OC)C1)NS(=O)(=O)C1=CC=C(C=C1)Cl)=O (4-[[5-[[(4-Chlorophenyl)sulfonyl]amino]-1-(4-methoxyphenyl)-2-phenyl-1H-benzimidazol-6-yl]oxy]butanoic acid methyl ester). As a reaction SMILES: [CH3:1][O:2][C:3](=[O:32])[CH2:4][CH2:5][CH2:6][O:7][C:8]1[C:9]([NH2:31])=[CH:10][C:11]2[N:15]=[C:14]([C:16]3[CH:21]=[CH:20][CH:19]=[CH:18][CH:17]=3)[N:13]([C:22]3[CH:27]=[CH:26][C:25]([O:28][CH3:29])=[CH:24][CH:23]=3)[C:12]=2[CH:30]=1.[Cl:33][C:34]1[CH:39]=[CH:38][C:37]([S:40](Cl)(=[O:42])=[O:41])=[CH:36][CH:35]=1>>[CH3:1][O:2][C:3](=[O:32])[CH2:4][CH2:5][CH2:6][O:7][C:8]1[C:9]([NH:31][S:40]([C:37]2[CH:38]=[CH:39][C:34]([Cl:33])=[CH:35][CH:36]=2)(=[O:42])=[O:41])=[CH:10][C:11]2[N:15]=[C:14]([C:16]3[CH:17]=[CH:18][CH:19]=[CH:20][CH:21]=3)[N:13]([C:22]3[CH:23]=[CH:24][C:25]([O:28][CH3:29])=[CH:26][CH:27]=3)[C:12]=2[CH:30]=1. Procedure: 4-[(5-Amino-1-(4-methoxyphenyl)-2-phenyl-1H-benzimidazol-6-yl)oxy]butanoic acid methyl ester was reacted with 4-chlorobenzenesulfonic acid chloride according to general operating instructions 13.